This data is from the Open Reaction Database (ORD), a public repository of structured organic reaction records. The task is: describe an organic reaction: reactants, conditions, products, and yield Starting materials: BrC=1C2=C(SC1)C=CC(=C2)F (3-bromo-5-fluorobenzo[b]thiophene), C(C)(=O)OC(C)=O (acetic anhydride), [N+](=O)(O)[O-] (nitric acid). Run in C(C)(=O)O (acetic acid). The product is BrC=1C2=C(SC1[N+](=O)[O-])C=CC(=C2)F (3-bromo-5-fluoro-2-nitrobenzo[b]thiophene). Isolated yield 26.0%. Reaction SMILES: [N+:1]([O-:4])(O)=[O:2].[Br:5][C:6]1[C:7]2[CH:14]=[C:13]([F:15])[CH:12]=[CH:11][C:8]=2[S:9][CH:10]=1.C(OC(=O)C)(=O)C>C(O)(=O)C>[Br:5][C:6]1[C:7]2[CH:14]=[C:13]([F:15])[CH:12]=[CH:11][C:8]=2[S:9][C:10]=1[N+:1]([O-:4])=[O:2]. Procedure details: A solution of 5.12 ml of fuming nitric acid and 4.5 ml of acetic acid was added dropwise, with stirring, to a cooled (5°-10° C.) mixture of 3-bromo-5-fluorobenzo[b]thiophene (5.35 g, 23.15 mmol) and 28.5 ml of acetic anhydride. The reaction mixture was stirred for 2 hours and poured onto ice water (350 ml) and extracted with CH2Cl2 (4×50 ml). The organic phases were combined, washed with water and dried over MgSO4. The solvent was evaporated and the residue was recrystallized from 90% ethanol to... Starting materials: CC(C)OC(=O)/N=N/C(=O)OC(C)C (DIAD), methyl 3-nitro-5-hydroxy benzoate, CC=1N=CSC1CCO (2-(4-methylthiazol-5-yl) ethanol), C1(=CC=CC=C1)P(C1=CC=CC=C1)C1=CC=CC=C1 (triphenylphosphine). Run in C1CCOC1 (THF). Product: C1(=CC=CC=C1)P(C1=CC=CC=C1)(C1=CC=CC=C1)=O (triphenylphosphine oxide). Reaction SMILES: CC([O:4]C(/N=N/C(OC(C)C)=O)=O)C.CC1N=CSC=1CCO.[C:24]1([P:30]([C:37]2[CH:42]=[CH:41][CH:40]=[CH:39][CH:38]=2)[C:31]2[CH:36]=[CH:35][CH:34]=[CH:33][CH:32]=2)[CH:29]=[CH:28][CH:27]=[CH:26][CH:25]=1>C1COCC1>[C:37]1([P:30](=[O:4])([C:24]2[CH:25]=[CH:26][CH:27]=[CH:28][CH:29]=2)[C:31]2[CH:36]=[CH:35][CH:34]=[CH:33][CH:32]=2)[CH:38]=[CH:39][CH:40]=[CH:41][CH:42]=1. Procedure: DIAD (3.16 ml, 16.1 mM) was added to a stirred solution of methyl 3-nitro-5-hydroxy benzoate (2.11 g, 10.7 mM), 2-(4-methylthiazol-5-yl) ethanol (1.55 ml, 12.8 mM) and triphenylphosphine (4.21 g, 16.1 mM) in THF (50 ml) under an argon atmosphere at room temperature. After 1 hr reaction mixture concentrated in vacuo, and the residue triturated with diethyl ether to give a colourless solid (triphenylphosphine oxide). Diethyl ether conc. to give a dark brown gum, purification on silica gel (50% to ... Reactants: CC(=O)OC(C)=O, O=C(O)c1cccc2cc3ccccc3c(C(=O)O)c12. Product: O=C1OC(=O)c2c3ccccc3cc3cccc1c23. As a reaction SMILES: [CH3:21][C:22]([O:23][C:24](=[O:25])[CH3:26])=[O:27].[c:1]1([C:18](=[O:19])[OH:20])[cH:2][cH:3][cH:4][c:5]2[cH:6][c:7]3[cH:8][cH:9][cH:10][cH:11][c:12]3[c:13]([C:15](=[O:16])[OH:17])[c:14]12>>[c:1]12[cH:2][cH:3][cH:4][c:5]3[cH:6][c:7]4[cH:8][cH:9][cH:10][cH:11][c:12]4[c:13]([c:14]13)[C:15](=[O:17])[O:20][C:18]2=[O:19]. Product: CCOC(=O)C(C)(C)Oc1ccc(OCCc2nc(-c3ccc(-c4ccc(F)cc4)cc3)oc2C)cc1. Starting materials: CCOC(=O)C(C)(C)Oc1ccc(OCCc2nc(-c3ccc(Br)cc3)oc2C)cc1, Cc1ccccc1, CCO, OB(O)c1ccc(F)cc1, [Na+], [Na+], O=C([O-])[O-]. As a reaction SMILES: [CH2:1]([CH3:2])[O:3][C:4]([C:5]([CH3:6])([CH3:7])[O:8][c:9]1[cH:10][cH:11][c:12]([O:15][CH2:16][CH2:17][c:18]2[n:19][c:20](-[c:24]3[cH:25][cH:26][c:27]([Br:30])[cH:28][cH:29]3)[o:21][c:22]2[CH3:23])[cH:13][cH:14]1)=[O:31].[CH3:42][c:43]1[cH:44][cH:45][cH:46][cH:47][cH:48]1.[CH3:55][CH2:56][OH:57].[F:32][c:33]1[cH:34][cH:35][c:36]([B:39]([OH:40])[OH:41])[cH:37][cH:38]1.[Na+:49].[Na+:50].[O-:51][C:52](=[O:53])[O-:54]>>[CH2:1]([CH3:2])[O:3][C:4]([C:5]([CH3:6])([CH3:7])[O:8][c:9]1[cH:10][cH:11][c:12]([O:15][CH2:16][CH2:17][c:18]2[n:19][c:20](-[c:24]3[cH:25][cH:26][c:27](-[c:36]4[cH:35][cH:34][c:33]([F:32])[cH:38][cH:37]4)[cH:28][cH:29]3)[o:21][c:22]2[CH3:23])[cH:13][cH:14]1)=[O:31]. Starting materials: C(C)(=O)NC1=NC(=C2N=CN(C2=N1)COCC[Se]C1=CC=CC=C1)C(N(C1=CC=CC=C1)C1=CC=CC=C1)=O (2-acetamido-6-diphenylcarbamoyl-9-[2-(phenylselenyl)ethoxymethyl]purine), OO (H2O2), C([O-])(O)=O.[Na+] (sodium bicarbonate), C(C)(C)N(CC)C(C)C (diisopropylethylamine). Solvent: O1CCOCC1 (dioxane). Run at temperature 60 celsius. The product is C(C)(=O)NC1=NC(=C2N=CN(C2=N1)COC=C)C(N(C1=CC=CC=C1)C1=CC=CC=C1)=O (2-Acetamido-6-diphenylcarbamoyl-9-(vinyloxymethyl)purine). As a reaction SMILES: [C:1]([NH:4][C:5]1[N:13]=[C:12]2[C:8]([N:9]=[CH:10][N:11]2[CH2:14][O:15][CH2:16][CH2:17][Se]C2C=CC=CC=2)=[C:7]([C:25](=[O:39])[N:26]([C:33]2[CH:38]=[CH:37][CH:36]=[CH:35][CH:34]=2)[C:27]2[CH:32]=[CH:31][CH:30]=[CH:29][CH:28]=2)[N:6]=1)(=[O:3])[CH3:2].OO.C(=O)(O)[O-].[Na+].C(N(C(C)C)CC)(C)C>O1CCOCC1>[C:1]([NH:4][C:5]1[N:13]=[C:12]2[C:8]([N:9]=[CH:10][N:11]2[CH2:14][O:15][CH:16]=[CH2:17])=[C:7]([C:25](=[O:39])[N:26]([C:33]2[CH:34]=[CH:35][CH:36]=[CH:37][CH:38]=2)[C:27]2[CH:28]=[CH:29][CH:30]=[CH:31][CH:32]=2)[N:6]=1)(=[O:3])[CH3:2] |f:2.3|. Reported procedure: To a solution of 2-acetamido-6-diphenylcarbamoyl-9-[2-(phenylselenyl)ethoxymethyl]purine (4.92 g, 8.16 mmol) in dioxane (80 mL) was added 30% H2O2 (4 mL, 35 mmol) and sodium bicarbonate (2.1 g, 24.5 mmol). The mixture was heated at 60° C. for 20 min. The reaction was then concentrated to about 10 mL, diluted with ethyl acetate (100 mL), dried (MgSO4) and the solvents were removed in vacuo. The residue was dissolved in dioxane (40 mL), diisopropylethylamine (1.27 g, 10 mmol) was added and the sol... The reactants are ice water, C(C)(=O)C1=CC=CC=C1 (acetophenone), C(C1=CC=C(C(=O)OC)C=C1)(=O)OC (dimethyl terephthalate), C(C)(C)[N-]C(C)C.[Li+] (lithium diisopropylamide). The solvent is CCOCC (ether), CCOCC (ether). Conditions: time 1 hour. The product is C(C1=CC=CC=C1)(=O)CC(=O)C1=CC=C(C=C1)C(CC(C1=CC=CC=C1)=O)=O (1,4-bisbenzoylacetylbenzene). Isolated yield 25.6%. RXN SMILES: [C:1]([C:4]1[CH:9]=[CH:8][CH:7]=[CH:6][CH:5]=1)(=[O:3])[CH3:2].[C:10]([O:22]C)(=O)[C:11]1[CH:20]=[CH:19][C:14]([C:15]([O:17]C)=O)=[CH:13][CH:12]=1.C([N-][CH:28]([CH3:30])[CH3:29])(C)C.[Li+]>CCOCC>[C:1]([CH2:2][C:15]([C:14]1[CH:13]=[CH:12][C:11]([C:10](=[O:22])[CH2:2][C:1](=[O:3])[C:29]2[CH:28]=[CH:30][CH:9]=[CH:4][CH:5]=2)=[CH:20][CH:19]=1)=[O:17])(=[O:3])[C:4]1[CH:9]=[CH:8][CH:7]=[CH:6][CH:5]=1 |f:2.3|. Procedure details: To a solution of 24.0 g (0.2 mol) of acetophenone and 19.4 g (0.1 mol) of dimethyl terephthalate in 150 ml of ether was dropwise added an ether solution of 0.4 mol of lithium diisopropylamide at -20° C. over 2 hours. After the dropwise addition, the mixture was stirred for 1 hour under cooling with ice, then poured into ice-water. After neutralization with an ammonium chloride aqueous solution, it was extracted with ether, and the extract was dried and concentrated. Recrystallization of the resi... Reactants: ClC=1C=CC=C2CCC(CC12)=O (8-chloro-3,4-dihydro-2(1H)-naphthalenone), N1CCCC1 (pyrrolidine), C1(=CC=C(C=C1)S(=O)(=O)O)C (p-toluenesulphonic acid). As a reaction SMILES: [Cl:1][C:2]1[CH:3]=[CH:4][CH:5]=[C:6]2[C:11]=1[CH2:10][C:9](=O)[CH2:8][CH2:7]2.[NH:13]1[CH2:17][CH2:16][CH2:15][CH2:14]1.C1(C)C=CC(S(O)(=O)=O)=CC=1>C1C=CC=CC=1>[Cl:1][C:2]1[CH:3]=[CH:4][CH:5]=[C:6]2[C:11]=1[CH:10]=[C:9]([N:13]1[CH2:17][CH2:16][CH2:15][CH2:14]1)[CH2:8][CH2:7]2. The product is ClC=1C=CC=C2CCC(=CC12)N1CCCC1 (1-(8-chloro-3,4-dihydro-2-naphthyl)-pyrrolidine). Solvent: C1=CC=CC=C1 (benzene). Reported procedure: 70.0 g of 8-chloro-3,4-dihydro-2(1H)-naphthalenone were boiled at reflux for 2.5 hours in 550 ml of benzene and 33 ml of pyrrolidine in the presence of 1.4 g of p-toluenesulphonic acid. The crude 1-(8-chloro-3,4-dihydro-2-naphthyl)-pyrrolidine obtained was processed without purification. Reactants: O=C([O-])O, COC(C)(C)OC, COC(=O)C(CO)NC(=O)OC(C)(C)C, [Na+], Cc1ccc(S(=O)(=O)[O-])cc1, c1ccccc1, c1cc[nH+]cc1. Yields the product COC(=O)C1COC(C)(C)N1C(=O)OC(C)(C)C. As a reaction SMILES: [C:40](=[O:41])([O-:42])[OH:43].[CH3:16][O:17][C:18]([CH3:19])([CH3:20])[O:21][CH3:22].[CH3:1][O:2][C:3]([CH:4]([NH:5][C:6](=[O:7])[O:8][C:9]([CH3:10])([CH3:11])[CH3:12])[CH2:13][OH:14])=[O:15].[Na+:44].[c:23]1([CH3:24])[cH:25][cH:26][c:27]([S:28]([O-:29])(=[O:30])=[O:31])[cH:32][cH:33]1.[cH:45]1[cH:46][cH:47][cH:48][cH:49][cH:50]1.[nH+:34]1[cH:35][cH:36][cH:37][cH:38][cH:39]1>>[CH3:1][O:2][C:3]([CH:4]1[N:5]([C:6](=[O:7])[O:8][C:9]([CH3:10])([CH3:11])[CH3:12])[C:18]([CH3:19])([CH3:20])[O:14][CH2:13]1)=[O:15]. Starting materials: C(C)C1=NC2=C(N1CC1=CC=C(C=C1)C1=C(C=CC=C1)C1=NN=NN1)C(=CC=C2)C(=O)OCC (ethyl 2-ethyl-1-[[2'-(1H-tetrazol-5-yl)biphenyl-4-yl]methyl]benzimidazole-7-carboxylate). Run in CO (methanol), [OH-].[Na+] (NaOH). Product: C(C)C1=NC2=C(N1CC1=CC=C(C=C1)C1=C(C=CC=C1)C1=NN=NN1)C(=CC=C2)C(=O)O (2-Ethyl-1-[[2'-(1H-tetrazol-5-yl)biphenyl-4-yl]methyl]benzimidazole-7-carboxylic acid). Reaction SMILES: [CH2:1]([C:3]1[N:7]([CH2:8][C:9]2[CH:14]=[CH:13][C:12]([C:15]3[CH:20]=[CH:19][CH:18]=[CH:17][C:16]=3[C:21]3[NH:25][N:24]=[N:23][N:22]=3)=[CH:11][CH:10]=2)[C:6]2[C:26]([C:30]([O:32]CC)=[O:31])=[CH:27][CH:28]=[CH:29][C:5]=2[N:4]=1)[CH3:2]>CO.[OH-].[Na+]>[CH2:1]([C:3]1[N:7]([CH2:8][C:9]2[CH:10]=[CH:11][C:12]([C:15]3[CH:20]=[CH:19][CH:18]=[CH:17][C:16]=3[C:21]3[NH:25][N:24]=[N:23][N:22]=3)=[CH:13][CH:14]=2)[C:6]2[C:26]([C:30]([OH:32])=[O:31])=[CH:27][CH:28]=[CH:29][C:5]=2[N:4]=1)[CH3:2] |f:2.3|. Reported procedure: A mixture of ethyl 2-ethyl-1-[[2'-(1H-tetrazol-5-yl)biphenyl-4-yl]methyl]benzimidazole-7-carboxylate (0.5 g) in methanol (10 ml) and 2N NaOH was heated under reflux for 4 hours. The reaction mixture was concentrated to dryness. The concentrate was dissolved in water, followed by neutralization with 1N-HCl to give crystals. Recrystallization from DMF-ethanol-water afforded colorless prisms (0.27 g, 58%), m.p. 261°-262° C. Starting materials: CC(C)(C)[O-], Cc1nc(C)n2nc(-c3ccc([N+](=O)[O-])cc3)nc(-n3cncn3)c12, COc1cc(O)cc(OC)c1OC, [K+], C1CCOC1. Yields the product COc1cc(Oc2nc(-c3ccc([N+](=O)[O-])cc3)nn3c(C)nc(C)c23)cc(OC)c1OC. Reaction SMILES: [CH3:1][C:2]([CH3:3])([O-:4])[CH3:5].[CH3:20][c:21]1[n:22][c:23]([CH3:44])[n:24]2[n:25][c:26](-[c:35]3[cH:36][cH:37][c:38]([N+:41](=[O:42])[O-:43])[cH:39][cH:40]3)[n:27][c:28](-[n:30]3[cH:31][n:32][cH:33][n:34]3)[c:29]12.[CH3:7][O:8][c:9]1[cH:10][c:11]([OH:12])[cH:13][c:14]([O:15][CH3:16])[c:17]1[O:18][CH3:19].[K+:6].[O:45]1[CH2:46][CH2:47][CH2:48][CH2:49]1>>[CH3:7][O:8][c:9]1[cH:10][c:11]([O:12][c:28]2[n:27][c:26](-[c:35]3[cH:36][cH:37][c:38]([N+:41](=[O:42])[O-:43])[cH:39][cH:40]3)[n:25][n:24]3[c:23]([CH3:44])[n:22][c:21]([CH3:20])[c:29]32)[cH:13][c:14]([O:15][CH3:16])[c:17]1[O:18][CH3:19].